The task is: describe an organic reaction: reactants, conditions, products, and yield. This data is from the Open Reaction Database (ORD), a public repository of structured organic reaction records. The reactants are CCOc1cc2c(cc1OC)C(c1ccc(C(=O)O)cc1)=NC1CCN(C)CC21, CC(C)NC(C)COCCCc1ccccc1. The product is CCOc1cc2c(cc1OC)C(c1ccc(C(=O)N(C(C)C)C(C)COCCCc3ccccc3)cc1)=NC1CCN(C)CC21. RXN SMILES: [CH2:1]([CH3:2])[O:3][c:4]1[cH:5][c:6]2[c:7]([cH:26][c:27]1[O:28][CH3:29])[C:8]([c:17]1[cH:18][cH:19][c:20]([C:21](=[O:22])[OH:23])[cH:24][cH:25]1)=[N:9][CH:10]1[CH2:11][CH2:12][N:13]([CH3:16])[CH2:14][CH:15]21.[CH:30]([CH3:31])([CH3:32])[NH:33][CH:34]([CH2:35][O:36][CH2:37][CH2:38][CH2:39][c:40]1[cH:41][cH:42][cH:43][cH:44][cH:45]1)[CH3:46]>>[CH2:1]([CH3:2])[O:3][c:4]1[cH:5][c:6]2[c:7]([cH:26][c:27]1[O:28][CH3:29])[C:8]([c:17]1[cH:18][cH:19][c:20]([C:21](=[O:23])[N:33]([CH:30]([CH3:31])[CH3:32])[CH:34]([CH2:35][O:36][CH2:37][CH2:38][CH2:39][c:40]3[cH:41][cH:42][cH:43][cH:44][cH:45]3)[CH3:46])[cH:24][cH:25]1)=[N:9][CH:10]1[CH2:11][CH2:12][N:13]([CH3:16])[CH2:14][CH:15]21. As a reaction SMILES: [OH-].[Na+].[Cl-].[Ca+2].[Cl-].C1(=O)NC(=O)CC1.C1(=O)OC(=O)CC1.NCCNCCNCCNCCN.[B:33]([O-:36])([O-:35])[O-:34].[K+:37].[K+].[K+]>O>[B:33]([O-:36])([O-:35])[O-:34].[B:33]([O-:36])([O-:35])[O-:34].[B:33]([O-:36])([O-:35])[O-:34].[K+:37].[K+:37].[K+:37].[K+:37].[K+:37].[K+:37].[K+:37].[K+:37].[K+:37] |f:0.1,2.3.4,8.9.10.11,13.14.15.16.17.18.19.20.21.22.23.24|. Solvent: O (water), petroleum, petroleum. Reported procedure: A vessel is charged with 102 parts of 126 neutral petroleum oil, 36 parts of a neutral calcium sulfonate (prepared by sulfonating a 480 neutral oil and neutralizing the sulfonic acid with sodium hydroxide followed by metathesis with calcium chloride) and 12 parts of a succinimide dispersant (prepared by reacting polyisobutene succinic anhydride with tetraethylene pentamine). The contents of the vessel are mixed, and thereafter there is added a mixture of 200 parts of water containing 119 parts o... Product: B([O-])([O-])[O-].B([O-])([O-])[O-].B([O-])([O-])[O-].[K+].[K+].[K+].[K+].[K+].[K+].[K+].[K+].[K+] (potassium triborate). The reactants are C1(CCC(N1)=O)=O (succinimide), C1(CCC(=O)O1)=O (succinic anhydride), NCCNCCNCCNCCN (tetraethylene pentamine), 200, B([O-])([O-])[O-].[K+].[K+].[K+] (potassium borate), [OH-].[Na+] (sodium hydroxide), [Cl-].[Ca+2].[Cl-] (calcium chloride), sulfonic acid, 126, calcium sulfonate. Starting materials: O=C([O-])[O-], CN(C)C=O, CS(=O)(=O)Nc1ccc2c(c1)S(=O)(=O)N=C(C1=C(O)C3C4CCC(C4)C3N(Cc3ccc(F)c(F)c3)C1=O)N2, CI, [K+], [K+]. The product is CN(c1ccc2c(c1)S(=O)(=O)N=C(C1=C(O)C3C4CCC(C4)C3N(Cc3ccc(F)c(F)c3)C1=O)N2)S(C)(=O)=O. Reaction SMILES: [C:40](=[O:41])([O-:42])[O-:43].[CH3:48][N:49]([CH3:50])[CH:51]=[O:52].[F:1][c:2]1[cH:3][c:4]([CH2:5][N:6]2[CH:7]3[CH:8]4[CH2:9][CH2:10][CH:11]([CH:12]3[C:13]([OH:34])=[C:14]([C:17]3=[N:18][S:19](=[O:32])(=[O:33])[c:20]5[c:21]([cH:23][cH:24][c:25]([NH:27][S:28](=[O:29])(=[O:30])[CH3:31])[cH:26]5)[NH:22]3)[C:15]2=[O:16])[CH2:35]4)[cH:36][cH:37][c:38]1[F:39].[I:46][CH3:47].[K+:44].[K+:45]>>[F:1][c:2]1[cH:3][c:4]([CH2:5][N:6]2[CH:7]3[CH:8]4[CH2:9][CH2:10][CH:11]([CH:12]3[C:13]([OH:34])=[C:14]([C:17]3=[N:18][S:19](=[O:32])(=[O:33])[c:20]5[c:21]([cH:23][cH:24][c:25]([N:27]([S:28](=[O:29])(=[O:30])[CH3:31])[CH3:40])[cH:26]5)[NH:22]3)[C:15]2=[O:16])[CH2:35]4)[cH:36][cH:37][c:38]1[F:39]. Starting materials: ice, BrC=1C=C(C=CC1)O (3-bromophenol), OCCN1C(C=2C(C1=O)=CC=CC2)=O (N-(2-hydroxyethyl)phthalimide), C1(=CC=CC=C1)P(C1=CC=CC=C1)C1=CC=CC=C1 (triphenyl phosphine), N(=NC(=O)OCC)C(=O)OCC (diethyl azodicarboxylate). Run in C1CCOC1 (THF). Run at time 8 hour. Product: BrC=1C=C(OCCN2C(C=3C(C2=O)=CC=CC3)=O)C=CC1 (N-(2-(3-Bromophenoxy)ethyl)phthalimide). Reaction SMILES: [Br:1][C:2]1[CH:3]=[C:4]([OH:8])[CH:5]=[CH:6][CH:7]=1.O[CH2:10][CH2:11][N:12]1[C:16](=[O:17])[C:15]2=[CH:18][CH:19]=[CH:20][CH:21]=[C:14]2[C:13]1=[O:22].C1(P(C2C=CC=CC=2)C2C=CC=CC=2)C=CC=CC=1.N(C(OCC)=O)=NC(OCC)=O>C1COCC1>[Br:1][C:2]1[CH:3]=[C:4]([CH:5]=[CH:6][CH:7]=1)[O:8][CH2:10][CH2:11][N:12]1[C:16](=[O:17])[C:15]2=[CH:18][CH:19]=[CH:20][CH:21]=[C:14]2[C:13]1=[O:22]. Procedure details: To an ice cold solution of 3-bromophenol (14) (2.0 g, 11.56 mmol), N-(2-hydroxyethyl)phthalimide (2.21 g, 11.6 mmol) and triphenyl phosphine (3.03 g, 11.6 mmol) in anhydrous THF (25 mL) was added diethyl azodicarboxylate (2.57 g, 12.7 mmol) slowly. The reaction mixture was allowed to warm to room temperature and stirred overnight. After concentration under reduced pressure, 50% EtOAc-hexanes (100 mL) was added and the mixture was warmed to 60° C. After cooling to room temperature, the solids wer...